This data is from the Open Reaction Database (ORD), a public repository of structured organic reaction records. The task is: describe an organic reaction: reactants, conditions, products, and yield The reactants are CN1C=CC2=CC=C(C=C12)C1=CC=C(C=C1)C(F)(F)F (1-methyl-6-(4-trifluoromethyl-phenyl)-1H-indole), C(CCC)[Li] (n-butyllithium), C(=O)=O (dry ice). Solvent: C1CCOC1 (THF). Reaction conditions: temperature -78 celsius, time 30 minute. Yields the product CN1C=C(C2=CC=C(C=C12)C1=CC=C(C=C1)C(F)(F)F)C(=O)O (1-Methyl-6-(4-trifluoromethyl-phenyl)-1H-indole-3-carboxylic acid), solid. Isolated yield 19.0%. Reaction SMILES: [CH3:1][N:2]1[C:10]2[C:5](=[CH:6][CH:7]=[C:8]([C:11]3[CH:16]=[CH:15][C:14]([C:17]([F:20])([F:19])[F:18])=[CH:13][CH:12]=3)[CH:9]=2)[CH:4]=[CH:3]1.C([Li])CCC.[C:26](=[O:28])=[O:27]>C1COCC1>[CH3:1][N:2]1[C:10]2[C:5](=[CH:6][CH:7]=[C:8]([C:11]3[CH:12]=[CH:13][C:14]([C:17]([F:18])([F:19])[F:20])=[CH:15][CH:16]=3)[CH:9]=2)[C:4]([C:26]([OH:28])=[O:27])=[CH:3]1. Procedure details: To a solution of 1-methyl-6-(4-trifluoromethyl-phenyl)-1H-indole (0.483 g, 1.75 mmol) in dry THF (10 mL) at −78° C. was added n-butyllithium (0.84 mL, 2.1 mmol). The reaction mixture was stirred under nitrogen at −78° C. for 30 minutes then at −50 to −40° C. for 30 minutes. It reaction temperature was cooled to −78° C. and crushed dry ice (3.5 g, 80 mmol) was added. The reaction mixture was stirred overnight at room temperature. It was then concentrated and partitioned in 2N hydrochloric acid an...